This data is from the Open Reaction Database (ORD), a public repository of structured organic reaction records. The task is: describe an organic reaction: reactants, conditions, products, and yield Reactants: Cc1ccc(S(=O)(=O)OCc2noc(C(CCCC3CCCCC3)CC(=O)OC(C)(C)C)n2)cc1, C1CCNC1. Yields the product CC(C)(C)OC(=O)CC(CCCC1CCCCC1)c1nc(CN2CCCC2)no1. Reaction SMILES: [C:1]([CH3:2])([CH3:3])([CH3:4])[O:5][C:6]([CH2:7][CH:8]([CH2:9][CH2:10][CH2:11][CH:12]1[CH2:13][CH2:14][CH2:15][CH2:16][CH2:17]1)[c:18]1[n:19][c:20]([CH2:23][O:24][S:25]([c:26]2[cH:27][cH:28][c:29]([CH3:30])[cH:31][cH:32]2)(=[O:33])=[O:34])[n:21][o:22]1)=[O:35].[CH2:36]1[CH2:37][CH2:38][NH:39][CH2:40]1>>[C:1]([CH3:2])([CH3:3])([CH3:4])[O:5][C:6]([CH2:7][CH:8]([CH2:9][CH2:10][CH2:11][CH:12]1[CH2:13][CH2:14][CH2:15][CH2:16][CH2:17]1)[c:18]1[n:19][c:20]([CH2:23][N:39]2[CH2:38][CH2:37][CH2:36][CH2:40]2)[n:21][o:22]1)=[O:35]. Reactants: OC(c1ccc(F)cc1)c1ccc(F)cc1, O, O=S(Cl)Cl. Yields the product Fc1ccc(C(Cl)c2ccc(F)cc2)cc1. As a reaction SMILES: [F:1][c:2]1[cH:3][cH:4][c:5]([CH:6]([c:7]2[cH:8][cH:9][c:10]([F:13])[cH:11][cH:12]2)[OH:14])[cH:15][cH:16]1.[OH2:21].[S:17]([Cl:18])([Cl:19])=[O:20]>>[F:1][c:2]1[cH:3][cH:4][c:5]([CH:6]([c:7]2[cH:8][cH:9][c:10]([F:13])[cH:11][cH:12]2)[Cl:19])[cH:15][cH:16]1. RXN SMILES: [C:61](=[O:62])([O:63][C:64]([CH3:65])([CH3:66])[CH3:67])[N:68]1[CH:69]([C:70](=[O:71])[OH:72])[CH2:73][CH2:74][CH2:75]1.[CH2:47]([Cl:48])[CH2:49][Cl:50].[CH:38]([N:39]([CH2:40][CH3:41])[CH:42]([CH3:43])[CH3:44])([CH3:45])[CH3:46].[F:31][C:32]([F:33])([F:34])[C:35]([OH:36])=[O:37].[NH2:1][CH:2]([C:3](=[O:4])[NH:5][N:6]1[CH2:7][CH:8]([N:11]([C:12]([CH:13]([CH3:14])[CH3:15])=[O:16])[CH:17]2[CH2:18][CH2:19][CH2:20][CH2:21][CH2:22]2)[CH2:9][CH2:10]1)[CH2:23][c:24]1[cH:25][cH:26][c:27]([Cl:30])[cH:28][cH:29]1.[O:76]=[CH:77][N:78]([CH3:79])[CH3:80].[OH:51][n:52]1[c:53]2[c:54]([cH:55][cH:56][cH:57][cH:58]2)[n:59][n:60]1>>[NH:1]([CH:2]([C:3](=[O:4])[NH:5][N:6]1[CH2:7][CH:8]([N:11]([C:12]([CH:13]([CH3:14])[CH3:15])=[O:16])[CH:17]2[CH2:18][CH2:19][CH2:20][CH2:21][CH2:22]2)[CH2:9][CH2:10]1)[CH2:23][c:24]1[cH:25][cH:26][c:27]([Cl:30])[cH:28][cH:29]1)[C:70]([CH:69]1[N:68]([C:61](=[O:62])[O:63][C:64]([CH3:65])([CH3:66])[CH3:67])[CH2:75][CH2:74][CH2:73]1)=[O:71]. The product is CC(C)C(=O)N(C1CCCCC1)C1CCN(NC(=O)C(Cc2ccc(Cl)cc2)NC(=O)C2CCCN2C(=O)OC(C)(C)C)C1. Reactants: CC(C)(C)OC(=O)N1CCCC1C(=O)O, ClCCCl, CCN(C(C)C)C(C)C, O=C(O)C(F)(F)F, CC(C)C(=O)N(C1CCCCC1)C1CCN(NC(=O)C(N)Cc2ccc(Cl)cc2)C1, CN(C)C=O, On1nnc2ccccc21. The reactants are CO, CC(C)=O, CC(O)CCc1cc(Cl)cc2nc(-c3ccccc3Cl)oc12, O. Yields the product CC(=O)CCc1cc(Cl)cc2nc(-c3ccccc3Cl)oc12. As a reaction SMILES: [CH3:23][OH:24].[CH3:26][C:27](=[O:28])[CH3:29].[Cl:1][c:2]1[cH:3][c:4]([CH2:18][CH2:19][CH:20]([CH3:21])[OH:22])[c:5]2[c:6]([n:7][c:8](-[c:10]3[c:11]([Cl:16])[cH:12][cH:13][cH:14][cH:15]3)[o:9]2)[cH:17]1.[OH2:25]>>[Cl:1][c:2]1[cH:3][c:4]([CH2:18][CH2:19][C:20]([CH3:21])=[O:22])[c:5]2[c:6]([n:7][c:8](-[c:10]3[c:11]([Cl:16])[cH:12][cH:13][cH:14][cH:15]3)[o:9]2)[cH:17]1. Reactants: CI, COC(=O)c1n[nH]cc1[N+](=O)[O-], [H-], [Na+], C1CCOC1. Product: COC(=O)c1nn(C)cc1[N+](=O)[O-]. RXN SMILES: [CH3:15][I:16].[CH3:3][O:4][C:5](=[O:6])[c:7]1[n:8][nH:9][cH:10][c:11]1[N+:12](=[O:13])[O-:14].[H-:1].[Na+:2].[O:17]1[CH2:18][CH2:19][CH2:20][CH2:21]1>>[CH3:3][O:4][C:5](=[O:6])[c:7]1[n:8][n:9]([CH3:15])[cH:10][c:11]1[N+:12](=[O:13])[O-:14].